This data is from the Open Reaction Database (ORD), a public repository of structured organic reaction records. The task is: describe an organic reaction: reactants, conditions, products, and yield Starting materials: FC1=CC=C(C=C1)C(=CCCN1CCC2(C(N(C(O2)=O)C2CCCCC2)(C)O)CC1)C1=CC=C(C=C1)F (8-[4,4-bis(4-fluorophenyl)-3-butenyl]-3-cyclohexyl-4-hydroxy-4-methyl-2-oxo-1-oxa-3,8-diazaspiro[4,5]decane), O.C1(=CC=C(C=C1)S(=O)(=O)O)C (p-toluenesulfonic acid monohydrate), [OH-].[Na+] (sodium hydroxide). Solvent: C=1(C(=CC=CC1)C)C (xylene). Product: FC1=CC=C(C=C1)C(=CCCN1CCC2(C(N(C(O2)=O)C2CCCCC2)=C)CC1)C1=CC=C(C=C1)F (8-[4,4-bis(4-fluorophenyl)-3-butenyl]-3-cyclohexyl-4-methylene-2-oxo-1-oxa-3,8-diazaspiro[4,5]decane). The yield is 90.3%. Reaction SMILES: [F:1][C:2]1[CH:7]=[CH:6][C:5]([C:8]([C:31]2[CH:36]=[CH:35][C:34]([F:37])=[CH:33][CH:32]=2)=[CH:9][CH2:10][CH2:11][N:12]2[CH2:30][CH2:29][C:15]3([O:19][C:18](=[O:20])[N:17]([CH:21]4[CH2:26][CH2:25][CH2:24][CH2:23][CH2:22]4)[C:16]3(O)[CH3:27])[CH2:14][CH2:13]2)=[CH:4][CH:3]=1.O.C1(C)C=CC(S(O)(=O)=O)=CC=1.[OH-].[Na+]>C1(C)C(C)=CC=CC=1>[F:37][C:34]1[CH:35]=[CH:36][C:31]([C:8]([C:5]2[CH:4]=[CH:3][C:2]([F:1])=[CH:7][CH:6]=2)=[CH:9][CH2:10][CH2:11][N:12]2[CH2:30][CH2:29][C:15]3([O:19][C:18](=[O:20])[N:17]([CH:21]4[CH2:26][CH2:25][CH2:24][CH2:23][CH2:22]4)[C:16]3=[CH2:27])[CH2:14][CH2:13]2)=[CH:32][CH:33]=1 |f:1.2,3.4|. Procedure details: 20.4 g of 8-[4,4-bis(4-fluorophenyl)-3-butenyl]-3-cyclohexyl-4-hydroxy-4-methyl-2-oxo-1-oxa-3,8-diazaspiro[4,5]decane are boiled with 1.52 g of p-toluenesulfonic acid monohydrate in 204 ml of xylene while stirring in an apparatus fitted with a water-trap and azeotropically distilling off the water formed in the reaction. After the termination of the reaction (about 2 hours) the reaction mixture is cooled down and its pH value is adjusted to 9-10 by adding 5% by weight aqueous sodium hydroxide so... Starting materials: C(CCC)[Li] (n-butyl lithium), CN(CCN(C)C)C (tetramethyl ethylene diamine), ClC(C(Cl)(Cl)Cl)(Cl)Cl (Hexachloroethane), FC=1C=C(C(=O)O)C=CC1 (3-Fluorobenzoic acid), Cl (hydrochloric acid). Run in CCCCCC (hexane), O1CCCC1 (tetrahydrofuran), O1CCCC1 (tetrahydrofuran). Reaction conditions: temperature 10 celsius, time 1 hour. Product: ClC1=C(C(=O)O)C=CC=C1F (2-chloro-3-fluorobenzoic acid). The yield is 69.6%. As a reaction SMILES: C([Li])CCC.CN(C)CCN(C)C.[F:14][C:15]1[CH:16]=[C:17]([CH:21]=[CH:22][CH:23]=1)[C:18]([OH:20])=[O:19].[Cl:24]C(Cl)(Cl)C(Cl)(Cl)Cl.Cl>CCCCCC.O1CCCC1>[Cl:24][C:16]1[C:15]([F:14])=[CH:23][CH:22]=[CH:21][C:17]=1[C:18]([OH:20])=[O:19]. Procedure: A solution of 1.6N n-butyl lithium in hexane (294 ml) was added to 71 ml of tetramethyl ethylene diamine (TMEDA) in tetrahydrofuran at -70° C. under an inert atmosphere. 3-Fluorobenzoic acid (30 g) in tetrahydrofuran was added and the mixture was stirred for one hour. Hexachloroethane (111.5 g) was added and the reaction mixture was stirred for two hours at -70° C. The reaction mixture was allowed to warm to 10° C. and acidified (to pH 1) with 3M hydrochloric acid solution, extracted with diethy... The reactants are CN(C)C=O, CCOC(=O)c1cc2c(Cl)cc(O)cc2n1C, O=[N+]([O-])c1ccccc1F, [H-], [Na+], O. Yields the product CCOC(=O)c1cc2c(Cl)cc(Oc3ccccc3[N+](=O)[O-])cc2n1C. Reaction SMILES: [CH3:20][N:21]([CH3:22])[CH:23]=[O:24].[Cl:1][c:2]1[c:3]2[cH:4][c:5]([C:13](=[O:14])[O:15][CH2:16][CH3:17])[n:6]([CH3:12])[c:7]2[cH:8][c:9]([OH:11])[cH:10]1.[F:25][c:26]1[c:27]([N+:32](=[O:33])[O-:34])[cH:28][cH:29][cH:30][cH:31]1.[H-:18].[Na+:19].[OH2:35]>>[Cl:1][c:2]1[c:3]2[cH:4][c:5]([C:13](=[O:14])[O:15][CH2:16][CH3:17])[n:6]([CH3:12])[c:7]2[cH:8][c:9]([O:11][c:26]2[c:27]([N+:32](=[O:33])[O-:34])[cH:28][cH:29][cH:30][cH:31]2)[cH:10]1. The reactants are CC#N, CC(=O)c1ccc(OCCCCl)c(O)c1, Fc1ccc2c(C3CCNCC3)nsc2c1, [Na+], O=C([O-])O, O. The product is CC(=O)c1ccc(OCCCN2CCC(c3nsc4cc(F)ccc34)CC2)c(O)c1. Reaction SMILES: [CH3:37][C:38]#[N:39].[Cl:17][CH2:18][CH2:19][CH2:20][O:21][c:22]1[c:23]([OH:31])[cH:24][c:25]([C:28]([CH3:29])=[O:30])[cH:26][cH:27]1.[F:1][c:2]1[cH:3][c:4]2[c:5]([c:6]([CH:9]3[CH2:10][CH2:11][NH:12][CH2:13][CH2:14]3)[n:7][s:8]2)[cH:15][cH:16]1.[Na+:36].[O-:32][C:33]([OH:34])=[O:35].[OH2:40]>>[F:1][c:2]1[cH:3][c:4]2[c:5]([c:6]([CH:9]3[CH2:10][CH2:11][N:12]([CH2:18][CH2:19][CH2:20][O:21][c:22]4[c:23]([OH:31])[cH:24][c:25]([C:28]([CH3:29])=[O:30])[cH:26][cH:27]4)[CH2:13][CH2:14]3)[n:7][s:8]2)[cH:15][cH:16]1.